This data is from the Open Reaction Database (ORD), a public repository of structured organic reaction records. The task is: describe an organic reaction: reactants, conditions, products, and yield The reactants are BrC=1C=[N+](C=C(C1)Br)[O-] (3,5-dibromopyridine-N-oxide), Heterocycles, CN1[C@@H](CCC1)CO ((S)-(-)-1-methyl-2-pyrrolidinemethanol). Yields the product CN1[C@@H](CCC1)COC=1C=[N+](C=C(C1)Br)[O-] (3-((1-methyl-2-(S)-pyrrolidinyl)methoxy)-5-bromo-pyridine-N-oxide). RXN SMILES: Br[C:2]1[CH:3]=[N+:4]([O-:9])[CH:5]=[C:6]([Br:8])[CH:7]=1.[CH3:10][N:11]1[CH2:15][CH2:14][CH2:13][C@H:12]1[CH2:16][OH:17]>>[CH3:10][N:11]1[CH2:15][CH2:14][CH2:13][C@H:12]1[CH2:16][O:17][C:2]1[CH:3]=[N+:4]([O-:9])[CH:5]=[C:6]([Br:8])[CH:7]=1. Procedure details: A sample of 3,5-dibromopyridine-N-oxide (prepared according to the method of Y. Tamura et al., Heterocycles, 15:871-874 (1981)) is reacted with (S)-(-)-1-methyl-2-pyrrolidinemethanol according to the procedure of Example 3a, and the product is purified by chromatography on silica gel. The reagents and catalysts are C(C)(=O)[O-].[Pd+2].C(C)(=O)[O-] (palladium(II) acetate), C1(=CC=CC=C1)P(C1=CC=CC=C1)C1=CC=CC=C1 (triphenylphosphine). The product is C(C)(=O)OC(C=CC1=CC=C(C=C1)C1=NC=C(C=C1)O[Si](C)(C)C)C (2-[4-(3-acetoxy-1-butenyl)-phenyl]-5-trimethylsilyloxy-pyridine). Isolated yield 74.7%. Procedure details: 17 g of 5-trimethylsilyloxy-2-(4-bromophenyl)pyridine, 12 g of 2-acetoxy-3-butene, 10 g of N-tert.-butylamine, 20 ml of N-methylpyrrolidone, 0.12 g of palladium(II) acetate and 0.3 g of triphenylphosphine are reacted in an analogous manner to Example 1(d) to give 14 g of 2-[4-(3-acetoxy-1-butenyl)-phenyl]-5-trimethylsilyloxy-pyridine. Starting materials: C[Si](OC=1C=CC(=NC1)C1=CC=C(C=C1)Br)(C)C (5-trimethylsilyloxy-2-(4-bromophenyl)pyridine), C(C)(=O)OC(C)C=C (2-acetoxy-3-butene), C(C)(C)(C)N (N-tert.-butylamine). As a reaction SMILES: [CH3:1][Si:2]([CH3:18])([CH3:17])[O:3][C:4]1[CH:5]=[CH:6][C:7]([C:10]2[CH:15]=[CH:14][C:13](Br)=[CH:12][CH:11]=2)=[N:8][CH:9]=1.[C:19]([O:22][CH:23]([CH:25]=[CH2:26])[CH3:24])(=[O:21])[CH3:20].C(N)(C)(C)C>C([O-])(=O)C.[Pd+2].C([O-])(=O)C.C1(P(C2C=CC=CC=2)C2C=CC=CC=2)C=CC=CC=1.CN1CCCC1=O>[C:19]([O:22][CH:23]([CH3:24])[CH:25]=[CH:26][C:13]1[CH:14]=[CH:15][C:10]([C:7]2[CH:6]=[CH:5][C:4]([O:3][Si:2]([CH3:18])([CH3:17])[CH3:1])=[CH:9][N:8]=2)=[CH:11][CH:12]=1)(=[O:21])[CH3:20] |f:3.4.5|. The solvent is CN1C(CCC1)=O (N-methylpyrrolidone). Reactants: OC=1C=C(CO)C=CC1OC (3-hydroxy-4-methoxy-benzyl alcohol), C([O-])([O-])=O.[K+].[K+] (potassium carbonate), BrCCCOC (1-bromo-3-methoxy-propane), C(C)(=O)OCC.CCCCCC (ethyl acetate hexane). The solvent is CC(=O)C (acetone). The product is COC1=C(C=C(CO)C=C1)OCCCOC (4-Methoxy-3-(3-methoxypropyloxy)-benzyl alcohol). As a reaction SMILES: [OH:1][C:2]1[CH:3]=[C:4]([CH:7]=[CH:8][C:9]=1[O:10][CH3:11])[CH2:5][OH:6].C(=O)([O-])[O-].[K+].[K+].Br[CH2:19][CH2:20][CH2:21][O:22][CH3:23].C(OCC)(=O)C.CCCCCC>CC(C)=O>[CH3:11][O:10][C:9]1[CH:8]=[CH:7][C:4]([CH2:5][OH:6])=[CH:3][C:2]=1[O:1][CH2:19][CH2:20][CH2:21][O:22][CH3:23] |f:1.2.3,5.6|. Procedure details: 7.7 g of 3-hydroxy-4-methoxy-benzyl alcohol, 10.35 g of potassium carbonate and 12.1 g of 1-bromo-3-methoxy-propane are stirred under reflux in 150 ml of acetone for 3 days. After evaporation of the solvent, water is added to the residue and extraction is carried out with ethyl acetate. After evaporation of the solvent the title compound is obtained from the organic extracts by means of FC (240 g of silica gel, dichloromethane/methanol=96:4): Rf (ethyl acetate/hexane=2:1)=0.31. RXN SMILES: [Al+3:14].[Br:1][c:2]1[cH:3][cH:4][c:5]([CH2:8][CH2:9][C:10](=[O:11])[OH:12])[cH:6][cH:7]1.[CH2:19]1[O:20][CH2:21][CH2:22][CH2:23]1.[H-:13].[H-:16].[H-:17].[H-:18].[Li+:15]>>[Br:1][c:2]1[cH:3][cH:4][c:5]([CH2:8][CH2:9][CH2:10][OH:11])[cH:6][cH:7]1. Reactants: [Al+3], O=C(O)CCc1ccc(Br)cc1, C1CCOC1, [H-], [H-], [H-], [H-], [Li+]. The product is OCCCc1ccc(Br)cc1. Reactants: C(C)(C)(C)OC(CC1(CCCC1)C1=CC=C(C=C1)NC(CC1=CC(=C(C=C1)NC(=O)NC1=C(C=CC=C1)C)OC)=O)=O ([1-{4-[2-[3-methoxy-4-[3-o-tolyl-ureido]-phenyl]-acetylamino]-phenyl}-cyclopentyl]-acetic acid tert-butyl ester), ClCCl (dichloromethane), O (water), CO (methanol), O (water). Reported procedure: A solution of [1-{4-[2-[3-methoxy-4-[3-o-tolyl-ureido]-phenyl]-acetylamino]-phenyl}-cyclopentyl]-acetic acid tert-butyl ester (0.29 g, Reference Example 8) in a mixture of trifluoroacetic acid (7.5 mL), dichloromethane (1.5 mL) and water (1 mL) was stirred at room temperature for 1.5 hours and then evaporated. The residue was chased with toluene to yield a green glass, which was subjected to preparative HPLC [HyperPrep HS C-18 silica column using methanol with 0.05% trifluoroacetic acid and wate... Reaction SMILES: C([O:5][C:6](=[O:42])[CH2:7][C:8]1([C:13]2[CH:18]=[CH:17][C:16]([NH:19][C:20](=[O:41])[CH2:21][C:22]3[CH:27]=[CH:26][C:25]([NH:28][C:29]([NH:31][C:32]4[CH:37]=[CH:36][CH:35]=[CH:34][C:33]=4[CH3:38])=[O:30])=[C:24]([O:39][CH3:40])[CH:23]=3)=[CH:15][CH:14]=2)[CH2:12][CH2:11][CH2:10][CH2:9]1)(C)(C)C.ClCCl.O.CO>FC(F)(F)C(O)=O>[CH3:40][O:39][C:24]1[CH:23]=[C:22]([CH2:21][C:20]([NH:19][C:16]2[CH:15]=[CH:14][C:13]([C:8]3([CH2:7][C:6]([OH:42])=[O:5])[CH2:12][CH2:11][CH2:10][CH2:9]3)=[CH:18][CH:17]=2)=[O:41])[CH:27]=[CH:26][C:25]=1[NH:28][C:29]([NH:31][C:32]1[CH:37]=[CH:36][CH:35]=[CH:34][C:33]=1[CH3:38])=[O:30]. The yield is 19.1%. Run at time 1.5 hour. Product: COC=1C=C(C=CC1NC(=O)NC1=C(C=CC=C1)C)CC(=O)NC1=CC=C(C=C1)C1(CCCC1)CC(=O)O ([1-{4-[2-[3-Methoxy-4-[3-o-tolyl-ureido]-phenyl]-acetylamino]-phenyl}-cyclopentyl]-acetic acid). Solvent: FC(C(=O)O)(F)F (trifluoroacetic acid), FC(C(=O)O)(F)F (trifluoroacetic acid), FC(C(=O)O)(F)F (trifluoroacetic acid). The reactants are COC(=O)N1N=CC2=C(C=CC=C12)NC(=O)NC1CCOC2=CC=CC=C12 (4-(-Chroman-4-yl-ureido)-indazole-1-carboxylic acid methyl ester), COC(=O)N1N=CC2=C(C=CC=C12)NC(=O)NC1CCOC2=CC(=CC=C12)C(C)(C)C (4-[3-(7-tert-Butyl-chroman-4-yl)-ureido]-indazole-1-carboxylic acid methyl ester). Solvent: O (H2O). Yields the product O1CCC(C2=CC=CC=C12)NC(=O)NC1=C2C=NNC2=CC=C1 (N-3,4-dihydro-2H-chromen-4-yl-N′-1H-indazol-4-ylurea). RXN SMILES: COC([N:5]1[C:13]2[C:8](=[C:9]([NH:14][C:15]([NH:17][CH:18]3[C:27]4[C:22](=[CH:23][CH:24]=[CH:25][CH:26]=4)[O:21][CH2:20][CH2:19]3)=[O:16])[CH:10]=[CH:11][CH:12]=2)[CH:7]=[N:6]1)=O.COC(N1C2C(=C(NC(NC3C4C(=CC(C(C)(C)C)=CC=4)OCC3)=O)C=CC=2)C=N1)=O>O>[O:21]1[C:22]2[C:27](=[CH:26][CH:25]=[CH:24][CH:23]=2)[CH:18]([NH:17][C:15]([NH:14][C:9]2[CH:10]=[CH:11][CH:12]=[C:13]3[C:8]=2[CH:7]=[N:6][NH:5]3)=[O:16])[CH2:19][CH2:20]1. Procedure: The title compound was prepared according to the procedure as described in Example 1E, substituting the product of Example 16C for the product of Example 1D. 1H NMR (300 MHz, DMSO-d6) δ 13.00 (broad s, 1H), 8.58 (s, 1H), 8.03 (s, 1H), 7.65 (d, J=7.5 Hz, 1H), 7.30 (d, J=7.5 Hz, 1H), 7.20 (m, 2H), 7.05 (d, J=6 Hz, 1H), 6.95-6.80 (m, 3H), 4.90 (m, 1H), 4.30-4.17 (m, 2H), 2.20-2.00 (m, 2H). MS (DCI) m/e 309 (M+H)+. Calcd. For C17H16N4O2.0.6; H2O: C, 63.98; H, 5.43; N, 17.56. Found: C, 63.85; H, 5.07... Yields the product ClC1=CC=C(C=C1)C(C(=O)O)F (p-chlorophenylfluoroacetic acid). Reported procedure: A solution of 29.92 g (0.095 mol) of the aforesaid β,β-bis(trimethylsiloxy)p-chlorostyrene in 300 ml of CFCl3 was cooled to -70° C. and 9.88 g (0.095 mol) of trifluoromethyl hypofluorite were passed into the solution over a period of 2 hours. The mixture was allowed to warm to room temperature and evaporated to dryness under reduced pressure. The resultant white solid residue was stirred with 10 ml of water for approximately 10 minutes. The solids were recrystallized from 1 l of hexane to give 9... Conditions: time 10 minute. RXN SMILES: C[Si](C)(C)[O:3][C:4]([O:13][Si](C)(C)C)=[CH:5][C:6]1[CH:11]=[CH:10][C:9]([Cl:12])=[CH:8][CH:7]=1.[F:20]OC(F)(F)F>C(Cl)(Cl)(Cl)F>[Cl:12][C:9]1[CH:10]=[CH:11][C:6]([CH:5]([F:20])[C:4]([OH:13])=[O:3])=[CH:7][CH:8]=1. Reactants: C[Si](OC(=CC1=CC=C(C=C1)Cl)O[Si](C)(C)C)(C)C (β,β-bis(trimethylsiloxy)p-chlorostyrene), FOC(F)(F)F (trifluoromethyl hypofluorite). The yield is 52.4%. Solvent: C(F)(Cl)(Cl)Cl (CFCl3). Starting materials: COC(=O)c1ccc(C)c(-n2c(SC)nc(OCc3ccc(F)cc3F)cc2=O)c1, [Na+], C1COCCO1, [OH-], O, O=C(O)CC(O)(CC(=O)O)C(=O)O. The product is CSc1nc(OCc2ccc(F)cc2F)cc(=O)n1-c1cc(C(=O)O)ccc1C. RXN SMILES: [F:1][c:2]1[c:3]([CH2:4][O:5][c:6]2[n:7][c:8]([S:24][CH3:25])[n:9](-[c:13]3[cH:14][c:15]([C:16](=[O:17])[O:18][CH3:19])[cH:20][cH:21][c:22]3[CH3:23])[c:10](=[O:12])[cH:11]2)[cH:26][cH:27][c:28]([F:30])[cH:29]1.[Na+:51].[O:31]1[CH2:32][CH2:33][O:34][CH2:35][CH2:36]1.[OH-:50].[OH2:52].[OH:37][C:38]([CH2:39][C:40]([C:41](=[O:42])[OH:43])([CH2:44][C:45](=[O:46])[OH:47])[OH:48])=[O:49]>>[F:1][c:2]1[c:3]([CH2:4][O:5][c:6]2[n:7][c:8]([S:24][CH3:25])[n:9](-[c:13]3[cH:14][c:15]([C:16](=[O:17])[OH:18])[cH:20][cH:21][c:22]3[CH3:23])[c:10](=[O:12])[cH:11]2)[cH:26][cH:27][c:28]([F:30])[cH:29]1. Starting materials: O (water), BrC1=NC=C(C=C1)O (2-Bromo-5-hydroxypyridine), C(C1=CC=CC=C1)Br (benzylbromide), [H-].[Na+] (NaH). Run in CN(C)C=O (DMF). Run at time 24 hour. Product: C(C1=CC=CC=C1)OC=1C=CC(=NC1)Br (5-Benzyloxy-2-bromo-pyridine). Yield: 80.0%. RXN SMILES: [Br:1][C:2]1[CH:7]=[CH:6][C:5]([OH:8])=[CH:4][N:3]=1.[H-].[Na+].[CH2:11](Br)[C:12]1[CH:17]=[CH:16][CH:15]=[CH:14][CH:13]=1.O>CN(C=O)C>[CH2:11]([O:8][C:5]1[CH:6]=[CH:7][C:2]([Br:1])=[N:3][CH:4]=1)[C:12]1[CH:17]=[CH:16][CH:15]=[CH:14][CH:13]=1 |f:1.2|. Procedure: 2-Bromo-5-hydroxypyridine (3 mmol) is dissolved in DMF (2.5 ml) and NaH (1.4 eq., 60% suspension in liquid paraffin) is added. After 30 min benzylbromide (1.1 eq.) is added and the reaction solution is stirred 24 hours. The reaction solution is pored into water and extracted with methyltert.-butyl ether. The combined organic layers are dried over Na2SO4 and the solvent is removed in vacuo. 5-Benzyloxy-2-bromo-pyridine is obtained after column chromatography as brown oil in a yield of 80%. HPLC (...